Task: describe an organic reaction: reactants, conditions, products, and yield. Dataset: the Open Reaction Database (ORD), a public repository of structured organic reaction records The reactants are COc1cc2c(c3c1OC(C)(C)C3)C(c1cccc(C#N)c1)=NCC2(C)C, CO, [Na+], [OH-], OO. Yields the product COc1cc2c(c3c1OC(C)(C)C3)C(c1cccc(C(N)=O)c1)=NCC2(C)C. As a reaction SMILES: [CH3:1][O:2][c:3]1[cH:4][c:5]2[c:10]([c:11]3[c:12]1[O:13][C:14]([CH3:16])([CH3:17])[CH2:15]3)[C:9]([c:18]1[cH:19][c:20]([C:21]#[N:22])[cH:23][cH:24][cH:25]1)=[N:8][CH2:7][C:6]2([CH3:26])[CH3:27].[CH3:32][OH:33].[Na+:29].[OH-:28].[OH:30][OH:31]>>[CH3:1][O:2][c:3]1[cH:4][c:5]2[c:10]([c:11]3[c:12]1[O:13][C:14]([CH3:16])([CH3:17])[CH2:15]3)[C:9]([c:18]1[cH:19][c:20]([C:21]([NH2:22])=[O:28])[cH:23][cH:24][cH:25]1)=[N:8][CH2:7][C:6]2([CH3:26])[CH3:27].